From a dataset of the Open Reaction Database (ORD), a public repository of structured organic reaction records. describe an organic reaction: reactants, conditions, products, and yield The reactants are CC(=O)OC(C)=O, Cc1c(F)c(N)c2c(=O)cc(-c3ccc(N)c(F)c3)oc2c1F, O, c1ccncc1. Yields the product CC(=O)Nc1ccc(-c2cc(=O)c3c(N)c(F)c(C)c(F)c3o2)cc1F. Reaction SMILES: [CH3:24][C:25](=[O:26])[O:27][C:28](=[O:29])[CH3:30].[NH2:1][c:2]1[c:3]([F:23])[c:4]([CH3:22])[c:5]([F:21])[c:6]2[c:7]1[c:8](=[O:20])[cH:9][c:10](-[c:12]1[cH:13][c:14]([F:19])[c:15]([NH2:18])[cH:16][cH:17]1)[o:11]2.[OH2:31].[cH:32]1[cH:33][cH:34][n:35][cH:36][cH:37]1>>[NH2:1][c:2]1[c:3]([F:23])[c:4]([CH3:22])[c:5]([F:21])[c:6]2[c:7]1[c:8](=[O:20])[cH:9][c:10](-[c:12]1[cH:13][c:14]([F:19])[c:15]([NH:18][C:25]([CH3:24])=[O:26])[cH:16][cH:17]1)[o:11]2. Reactants: Cl (HCl), C(CCC)[Li] (n-butyllithium), N#N (N2), BrC1=CC(=CC=C1)OC1=CC=C(C=C1)F (1-bromo-3-(4-fluorophenoxy)benzene), C1CCOC1 (THF). Solvent: CN(C)C=O (DMF). Reaction conditions: temperature -75 celsius, time 30 minute. The product is FC1=CC=C(OC=2C=C(C=O)C=CC2)C=C1 (3-(4Fluorophenoxy)benzaldehyde). Reaction SMILES: Br[C:2]1[CH:7]=[CH:6][CH:5]=[C:4]([O:8][C:9]2[CH:14]=[CH:13][C:12]([F:15])=[CH:11][CH:10]=2)[CH:3]=1.C([Li])CCC.N#N.Cl.C1C[O:27][CH2:26]C1>CN(C=O)C>[F:15][C:12]1[CH:13]=[CH:14][C:9]([O:8][C:4]2[CH:3]=[C:2]([CH:7]=[CH:6][CH:5]=2)[CH:26]=[O:27])=[CH:10][CH:11]=1. Reported procedure: To a cooled (-75° C.), stirred solution of 1-bromo-3-(4-fluorophenoxy)benzene (38.5 g; 0.1442M) in dry THF (80 ml) was added n-butyllithium (1.63M in n-hexane, 68 ml; 0.11M) dropwise at under N2. After stirring for 30 min at -73° C., DMF (11.38 g; 0.1557M) was added dropwise to the mixture at -73° C. The mixture was stirred for further 30 min, and then allowed to warm to room temperature. 2M aqueous HCl (200 ml) was added to the mixture and the whole was extracted with Et2O (100 ml×3). The combi... Reactants: COc1cc2c(Oc3cc(C)c(N)cc3C)ccnc2cc1OCc1ccccc1, COc1ccccc1N=C=O, ClC(Cl)Cl. Reaction SMILES: [CH2:1]([c:2]1[cH:3][cH:4][cH:5][cH:6][cH:7]1)[O:8][c:9]1[c:10]([O:29][CH3:30])[cH:11][c:12]2[c:13]([O:19][c:20]3[cH:21][c:22]([CH3:28])[c:23]([NH2:24])[cH:25][c:26]3[CH3:27])[cH:14][cH:15][n:16][c:17]2[cH:18]1.[CH3:31][O:32][c:33]1[c:34]([N:39]=[C:40]=[O:41])[cH:35][cH:36][cH:37][cH:38]1.[CH:42]([Cl:43])([Cl:44])[Cl:45]>>[CH2:1]([c:2]1[cH:3][cH:4][cH:5][cH:6][cH:7]1)[O:8][c:9]1[c:10]([O:29][CH3:30])[cH:11][c:12]2[c:13]([O:19][c:20]3[cH:21][c:22]([CH3:28])[c:23]([NH:24][C:40]([NH:39][c:34]4[c:33]([O:32][CH3:31])[cH:38][cH:37][cH:36][cH:35]4)=[O:41])[cH:25][c:26]3[CH3:27])[cH:14][cH:15][n:16][c:17]2[cH:18]1. Product: COc1ccccc1NC(=O)Nc1cc(C)c(Oc2ccnc3cc(OCc4ccccc4)c(OC)cc23)cc1C. The reactants are C(=O)(O)[O-].[Na+] (NaHCO3), ClC1=C(C=C(C(=O)OC)C=C1)S(=O)(=O)C (methyl 4-chloro-3-methylsulfonylbenzoate), OC=1C=C2C=CC=NC2=CC1 (6-hydroxyquinoline), C(=O)([O-])[O-].[K+].[K+] (K2CO3). The solvent is CN(C)C=O (DMF). The product is N1=CC=CC2=CC(=CC=C12)OC1=C(C=C(C(=O)OC)C=C1)S(=O)(=O)C (Methyl 4-(6-quinolyloxy)-3-methylsulfonylbenzoate). As a reaction SMILES: Cl[C:2]1[CH:11]=[CH:10][C:5]([C:6]([O:8][CH3:9])=[O:7])=[CH:4][C:3]=1[S:12]([CH3:15])(=[O:14])=[O:13].[OH:16][C:17]1[CH:18]=[C:19]2[C:24](=[CH:25][CH:26]=1)[N:23]=[CH:22][CH:21]=[CH:20]2.C([O-])([O-])=O.[K+].[K+].C([O-])(O)=O.[Na+]>CN(C=O)C>[N:23]1[C:24]2[C:19](=[CH:18][C:17]([O:16][C:2]3[CH:11]=[CH:10][C:5]([C:6]([O:8][CH3:9])=[O:7])=[CH:4][C:3]=3[S:12]([CH3:15])(=[O:14])=[O:13])=[CH:26][CH:25]=2)[CH:20]=[CH:21][CH:22]=1 |f:2.3.4,5.6|. Procedure: 2 mmol of methyl 4-chloro-3-methylsulfonylbenzoate, 2 mmol of 6-hydroxyquinoline and 6 mmol of K2CO3 were stirred at 130° C. for 2 h in 20 ml of DMF (anhydrous). The mixture was then poured into 100 ml of saturated aqueous NaHCO3 solution and extracted 3 times with 100 ml of EA. The extract was dried over Na2SO4, the solvent was removed in vacuo and the product was reacted further without further purification. Reactants: Cl.C(C)(=O)OCC (hydrochloric acid ethyl acetate), ClC=1N=C(NC1CC)C(=O)N[C@@H]1[C@@H](CN(CC1)C=1SC(=C(N1)C)C(=O)NC1CCN(CC1)C(=O)OC(C)(C)C)OC (tert-Butyl cis(±)-4-({[2-(4-{[(4-chloro-5-ethyl-1H-imidazol-2-yl)carbonyl]amino}-3-methoxypiperidin-1-yl)-4-methyl-1,3-thiazol-5-yl]carbonyl}amino)piperidine-1-carboxylate). Run in CO (methanol). Run at time 30 minute. The product is Cl.Cl.ClC=1N=C(NC1CC)C(=O)N[C@@H]1[C@@H](CN(CC1)C=1SC(=C(N1)C)C(=O)NC1CCNCC1)OC (cis(±)-2-(4-{[(4-Chloro-5-ethyl-1H-imidazol-2-yl)carbonyl]amino}-3-methoxypiperidin-1-yl)-4-methyl-N-(piperidin-4-yl)-1,3-thiazole-5-carboxylic acid amide dihydrochloride). Yield: 144.1%. Reaction SMILES: [ClH:1].C(OCC)(=O)C.[Cl:8][C:9]1[N:10]=[C:11]([C:16]([NH:18][C@H:19]2[CH2:24][CH2:23][N:22]([C:25]3[S:26][C:27]([C:31]([NH:33][CH:34]4[CH2:39][CH2:38][N:37](C(OC(C)(C)C)=O)[CH2:36][CH2:35]4)=[O:32])=[C:28]([CH3:30])[N:29]=3)[CH2:21][C@H:20]2[O:47][CH3:48])=[O:17])[NH:12][C:13]=1[CH2:14][CH3:15]>CO>[ClH:8].[ClH:1].[Cl:8][C:9]1[N:10]=[C:11]([C:16]([NH:18][C@H:19]2[CH2:24][CH2:23][N:22]([C:25]3[S:26][C:27]([C:31]([NH:33][CH:34]4[CH2:35][CH2:36][NH:37][CH2:38][CH2:39]4)=[O:32])=[C:28]([CH3:30])[N:29]=3)[CH2:21][C@H:20]2[O:47][CH3:48])=[O:17])[NH:12][C:13]=1[CH2:14][CH3:15] |f:0.1,4.5.6|. Procedure: A 4 N hydrochloric acid/ethyl acetate solution (2 ml, 8 mmol) was added to a solution of tert-butyl cis(±)-4-({[2-(4-{[(4-chloro-5-ethyl-1H-imidazol-2-yl)carbonyl]amino}-3-methoxypiperidin-1-yl)-4-methyl-1,3-thiazol-5-yl]carbonyl}amino)piperidine-1-carboxylate obtained in Example (266a) (30 mg, 0.05 mmol) in methanol (0.4 mL), followed by stirring for 30 minutes. The solvent was evaporated under reduced pressure. The residue was solidified by adding ethyl acetate, diethyl ether and hexane, to ob... Procedure: To a stirred solution of 1-(1,3-dithian-2-yl)-3-(4-fluorophenoxy)cyclopentane (10.0 g, 33.5 mmol) in 75% aqueous acetonitrile (300 ml) was added eerie ammonium nitrate (J. Chem Soc., Chem. Commun., 1977, 680) (74.0 g, 135 mmol) at room temperature. The reaction mixture was stirred for 0.5 h at the same temperature, diluted with water (500 ml) and then extracted with ether (500 ml). The ether phase was washed with brine (300 ml), dried (MgSO4) and concentrated in vacuo. Purification by flash colu... Isolated yield 37.0%. Yields the product FC1=CC=C(O[C@H]2C[C@H](CC2)C=O)C=C1 (cis-3-(4-fluorophenoxy)cyclopentanecarbaldehyde), FC1=CC=C(O[C@@H]2C[C@H](CC2)C=O)C=C1 (trans-3-(4-fluorophenoxy)cyclopentanecarbaldehyde). Reaction conditions: time 0.5 hour. As a reaction SMILES: S1CCCS[CH:2]1[CH:7]1[CH2:11][CH2:10][CH:9]([O:12][C:13]2[CH:18]=[CH:17][C:16]([F:19])=[CH:15][CH:14]=2)[CH2:8]1.[N+]([O-])([O-])=[O:21].[NH4+]>C(#N)C.O>[F:19][C:16]1[CH:17]=[CH:18][C:13]([O:12][C@@H:9]2[CH2:10][CH2:11][C@H:7]([CH:2]=[O:21])[CH2:8]2)=[CH:14][CH:15]=1.[F:19][C:16]1[CH:17]=[CH:18][C:13]([O:12][C@H:9]2[CH2:10][CH2:11][C@H:7]([CH:2]=[O:21])[CH2:8]2)=[CH:14][CH:15]=1 |f:1.2|. The reactants are S1C(SCCC1)C1CC(CC1)OC1=CC=C(C=C1)F (1-(1,3-dithian-2-yl)-3-(4-fluorophenoxy)cyclopentane), [N+](=O)([O-])[O-].[NH4+] (ammonium nitrate). The solvent is O (water), C(C)#N (acetonitrile).